From a dataset of the Open Reaction Database (ORD), a public repository of structured organic reaction records. describe an organic reaction: reactants, conditions, products, and yield Reactants: CO, CC=Cc1cccc2c1OCCN(C(=O)OC(C)(C)C)C2. The product is CCCc1cccc2c1OCCN(C(=O)OC(C)(C)C)C2. Reaction SMILES: [CH3:22][OH:23].[CH:1](=[CH:2][CH3:3])[c:4]1[cH:5][cH:6][cH:7][c:8]2[c:14]1[O:13][CH2:12][CH2:11][N:10]([C:15](=[O:16])[O:17][C:18]([CH3:19])([CH3:20])[CH3:21])[CH2:9]2>>[CH2:1]([CH2:2][CH3:3])[c:4]1[cH:5][cH:6][cH:7][c:8]2[c:14]1[O:13][CH2:12][CH2:11][N:10]([C:15](=[O:16])[O:17][C:18]([CH3:19])([CH3:20])[CH3:21])[CH2:9]2.